From a dataset of the Open Reaction Database (ORD), a public repository of structured organic reaction records. describe an organic reaction: reactants, conditions, products, and yield Reactants: CN(C(=O)OC(C)(C)C)C(C(=O)[O-])c1ccccc1, ClCCCl, CN(C)c1ccncc1, Nc1ccc2cnccc2c1, CN(C)C=O. Yields the product CN(C(=O)OC(C)(C)C)C(C(=O)Nc1ccc2cnccc2c1)c1ccccc1. Reaction SMILES: [C:1]([CH3:2])([CH3:3])([CH3:4])[O:5][C:6](=[O:7])[N:8]([CH:9]([C:10](=[O:11])[O-:12])[c:13]1[cH:14][cH:15][cH:16][cH:17][cH:18]1)[CH3:19].[CH2:20]([Cl:21])[CH2:22][Cl:23].[CH3:40][N:41]([c:42]1[cH:43][cH:44][n:45][cH:46][cH:47]1)[CH3:48].[NH2:24][c:25]1[cH:26][c:27]2[cH:28][cH:29][n:30][cH:31][c:32]2[cH:33][cH:34]1.[O:35]=[CH:36][N:37]([CH3:38])[CH3:39]>>[C:1]([CH3:2])([CH3:3])([CH3:4])[O:5][C:6](=[O:7])[N:8]([CH:9]([C:10](=[O:12])[NH:24][c:25]1[cH:26][c:27]2[cH:28][cH:29][n:30][cH:31][c:32]2[cH:33][cH:34]1)[c:13]1[cH:14][cH:15][cH:16][cH:17][cH:18]1)[CH3:19]. The reactants are C(CCCCCCCCCCCCCCCCC)N (Octadecylamine), ClC1=C(C=CC=C1)[N+](=O)[O-] (2-chloronitrobenzene). Run in CCCCCC (n-hexane). Conditions: temperature 125 celsius, time 17.5 hour. Yields the product [N+](=O)([O-])C1=C(C=CC=C1)NCCCCCCCCCCCCCCCCCC (N-(2-Nitrophenyl)-1-octadecanamine). Yield: 97.8%. Reaction SMILES: [CH2:1]([NH2:19])[CH2:2][CH2:3][CH2:4][CH2:5][CH2:6][CH2:7][CH2:8][CH2:9][CH2:10][CH2:11][CH2:12][CH2:13][CH2:14][CH2:15][CH2:16][CH2:17][CH3:18].Cl[C:21]1[CH:26]=[CH:25][CH:24]=[CH:23][C:22]=1[N+:27]([O-:29])=[O:28]>CCCCCC>[N+:27]([C:22]1[CH:23]=[CH:24][CH:25]=[CH:26][C:21]=1[NH:19][CH2:1][CH2:2][CH2:3][CH2:4][CH2:5][CH2:6][CH2:7][CH2:8][CH2:9][CH2:10][CH2:11][CH2:12][CH2:13][CH2:14][CH2:15][CH2:16][CH2:17][CH3:18])([O-:29])=[O:28]. Reported procedure: Octadecylamine (11.858 g) was added to 2-chloronitrobenzene (3.151 g) and the mixture was stirred for 17.5 hours at 125° C. After n-hexane was added to the reaction mixture, solid materials were crushed well and removed out by filtration. The filtrate was concentrated and the residue (9.13 g) was purified by silica gel column chromatography (silica gel 90 g, n-hexane:ethyl acetate=50:1), thereby yielding the entitled compound (7.642 g) as yellow solid. The reactants are ON(C1CCC=2C=C(C=NC2C1)C)CCC (5,6,7,8-tetrahydro-7-(N-hydroxy-1-propylamino)-3-methylquinoline), Cl (hydrochloric acid), product, amine. Reagents/catalysts: [Cl-].[Cl-].[Cl-].[Ti+3] (titanium trichloride). Solvent: CO (methanol). Product: CC=1C=NC=2CC(CCC2C1)NCCC (5,6,7,8-tetrahydro-3-methyl-7-(1-propylamino)quinoline). Reaction SMILES: O[N:2]([CH2:14][CH2:15][CH3:16])[CH:3]1[CH2:12][C:11]2[N:10]=[CH:9][C:8]([CH3:13])=[CH:7][C:6]=2[CH2:5][CH2:4]1.Cl>[Cl-].[Cl-].[Cl-].[Ti+3].CO>[CH3:13][C:8]1[CH:9]=[N:10][C:11]2[CH2:12][CH:3]([NH:2][CH2:14][CH2:15][CH3:16])[CH2:4][CH2:5][C:6]=2[CH:7]=1 |f:2.3.4.5|. Reported procedure: This compound was prepared from the product of Step 3 (4.45 g, 20 mmol), titanium trichloride, 20 wt. % solution in 20 wt. % hydrochloric acid (23 ml, 30 mmol), and methanol (50 ml) using the procedure described in Example 11. The crude amine (4.0 g) was converted directly into the product of Step 5. The reactants are CN1CCN(C(c2ccc(Cl)cc2)c2cccc(Br)c2)CC1, [Li]CCCC, CN(C)C=O, CCCCCC, Cl, C1CCOC1. Product: CN1CCN(C(c2ccc(Cl)cc2)c2cccc(C=O)c2)CC1. RXN SMILES: [Br:1][c:2]1[cH:3][c:4]([CH:5]([c:6]2[cH:7][cH:8][c:9]([Cl:12])[cH:10][cH:11]2)[N:13]2[CH2:14][CH2:15][N:16]([CH3:19])[CH2:17][CH2:18]2)[cH:20][cH:21][cH:22]1.[CH2:23]([Li:24])[CH2:25][CH2:26][CH3:27].[CH3:28][N:29]([CH:30]=[O:31])[CH3:32].[CH3:39][CH2:40][CH2:41][CH2:42][CH2:43][CH3:44].[ClH:33].[O:34]1[CH2:35][CH2:36][CH2:37][CH2:38]1>>[c:2]1([CH:30]=[O:31])[cH:3][c:4]([CH:5]([c:6]2[cH:7][cH:8][c:9]([Cl:12])[cH:10][cH:11]2)[N:13]2[CH2:14][CH2:15][N:16]([CH3:19])[CH2:17][CH2:18]2)[cH:20][cH:21][cH:22]1. The reactants are CC1=C(N=C(O1)C1=CC=CC=C1)CCOC1=CC=C(C=C1)CCC#N (3-[4-[2-(5-methyl-2-phenyl-4-oxazolyl)ethoxy]phenyl]propionitrile), [N-]=[N+]=[N-].[Na+] (sodium azide), [Cl-].[NH4+] (ammonium chloride), CN(C=O)C (N,N-dimethylformamide). Run in O (water). Conditions: temperature 120 celsius, time 24 hour. The product is CC1=C(N=C(O1)C1=CC=CC=C1)CCOC1=CC=C(C=C1)CCC1=NN=NN1 (5-[2-[4-[2-(5-methyl-2-phenyl-4-oxazolyl)ethoxy]phenyl]ethyl]tetrazole). Isolated yield 48.1%. RXN SMILES: [CH3:1][C:2]1[O:6][C:5]([C:7]2[CH:12]=[CH:11][CH:10]=[CH:9][CH:8]=2)=[N:4][C:3]=1[CH2:13][CH2:14][O:15][C:16]1[CH:21]=[CH:20][C:19]([CH2:22][CH2:23][C:24]#[N:25])=[CH:18][CH:17]=1.[N-:26]=[N+:27]=[N-:28].[Na+].[Cl-].[NH4+].CN(C)C=O>O>[CH3:1][C:2]1[O:6][C:5]([C:7]2[CH:8]=[CH:9][CH:10]=[CH:11][CH:12]=2)=[N:4][C:3]=1[CH2:13][CH2:14][O:15][C:16]1[CH:21]=[CH:20][C:19]([CH2:22][CH2:23][C:24]2[NH:28][N:27]=[N:26][N:25]=2)=[CH:18][CH:17]=1 |f:1.2,3.4|. Procedure: A mixture of 3-[4-[2-(5-methyl-2-phenyl-4-oxazolyl)ethoxy]phenyl]propionitrile (0.7 g), sodium azide (0.411 g), ammonium chloride (0.337 g) and N,N-dimethylformamide (15 ml) was stirred for 24 hours at 120° C. The reaction mixture was poured into water, which was subjected to extraction with ethyl acetate. The ethyl acetate layer was washed with water and dried, then the solvent was distilled off to leave 5-[2-[4-[2-(5-methyl-2-phenyl-4-oxazolyl)ethoxy]phenyl]ethyl]tetrazole (0.38 g, 48%), which... The reactants are COc1cc(Br)cc(C#N)c1, Cl, [I-], [Li+]. The product is N#Cc1cc(O)cc(Br)c1. Reaction SMILES: [Br:1][c:2]1[cH:3][c:4]([C:5]#[N:6])[cH:7][c:8]([O:10][CH3:11])[cH:9]1.[ClH:14].[I-:12].[Li+:13]>>[Br:1][c:2]1[cH:3][c:4]([C:5]#[N:6])[cH:7][c:8]([OH:10])[cH:9]1.